Dataset: the Open Reaction Database (ORD), a public repository of structured organic reaction records. Task: describe an organic reaction: reactants, conditions, products, and yield Reactants: O1C(CCCC1)OC1CC2C(C2C1)C(=O)OCC (Ethyl 3-[(tetrahydropyran-2-yl)oxy]bicyclo[3.1.0]-hexane-6-carboxylate), C[O-].[Na+] (sodium methoxide). Solvent: CO (methanol). Product: O1C(CCCC1)OC1CC2C(C2C1)C(=O)OC (methyl 3-[(tetrahydropyran-2-yl)oxy]bicyclo[ 3.1.0]-hexane-6-carboxylate). As a reaction SMILES: [O:1]1[CH2:6][CH2:5][CH2:4][CH2:3][CH:2]1[O:7][CH:8]1[CH2:13][CH:12]2[CH:10]([CH:11]2[C:14]([O:16][CH2:17]C)=[O:15])[CH2:9]1.C[O-].[Na+]>CO>[O:1]1[CH2:6][CH2:5][CH2:4][CH2:3][CH:2]1[O:7][CH:8]1[CH2:13][CH:12]2[CH:10]([CH:11]2[C:14]([O:16][CH3:17])=[O:15])[CH2:9]1 |f:1.2|. Reported procedure: Gas-liquid chromatographic analysis of the ethyl 3-[(tetrahydropyran-2-yl)oxy]bicyclo[3.1.0]hexane-6-carboxylate (VIII) obtained as above shows that the product is a mixture of exo and endo isomers in a 4:1 ratio. A solution of 2.8 g. of the above mixture of isomers and 150 mg. of sodium methoxide in 50 ml. of methanol is heated under reflux for 4 hrs. The mixture then is evaporated, the residue extracted with diethyl ether, and the diethyl ether extract evaporated to give the exo isomer of meth... Reactants: OC=1C=C(C=CC1)NC(C(C)(C)C)=O (N-(3-Hydroxy-phenyl)-2,2-dimethyl-propionamide), O1CCCC=C1 (dihydropyrane), C1(=CC=C(C=C1)S(=O)(=O)[O-])C.[NH+]1=CC=CC=C1 (pyridinium p-toluenesulfonate). Run in ClCCl (dichloromethane). Run at temperature 25 celsius, time 6 day. Yields the product CC(C(=O)NC1=CC(=CC=C1)OC1OCCCC1)(C)C (2,2-dimethyl-N-[3-(tetrahydro-pyran-2-yloxy)-phenyl]-propionamide). RXN SMILES: [OH:1][C:2]1[CH:3]=[C:4]([NH:8][C:9](=[O:14])[C:10]([CH3:13])([CH3:12])[CH3:11])[CH:5]=[CH:6][CH:7]=1.[O:15]1[CH:20]=[CH:19][CH2:18][CH2:17][CH2:16]1.C1(C)C=CC(S([O-])(=O)=O)=CC=1.[NH+]1C=CC=CC=1>ClCCl>[CH3:12][C:10]([CH3:11])([CH3:13])[C:9]([NH:8][C:4]1[CH:5]=[CH:6][CH:7]=[C:2]([O:1][CH:16]2[CH2:17][CH2:18][CH2:19][CH2:20][O:15]2)[CH:3]=1)=[O:14] |f:2.3|. Reported procedure: To a solution of 3-amino-phenol (60 g, 6.55 mol) in 2 N NaOH (1 l), cooled to 10° C., pivaloyl chloride (68 ml, 0.55 mol) in toluene (200 ml) is added within 1 h. After stirring for 15 h at 25° C., the mixture is cooled to 0° C. and acidified to pH 1 with conc. HCl. Extraction with EtOAc washing with water, 10% NaHCO3, water, and brine, followed by drying (Na2SO4), evaporation of volatiles, and crystallization (EtOAc/hexanes) gives N-(3-hydroxy-phenyl)-2,2-dimethyl-propionamide. N-(3-Hydroxy-phe... Yields the product N(C(=N)N)C=1C=C(C(=O)O)C=CC1 (3-guanidinobenzoic acid), Cl.N(C(=N)N)C=1C=C(C(=O)O)C=CC1 (3-guanidino-benzoic acid hydrochloride). Starting materials: NC=1C=C(C(=O)O)C=CC1 (3-aminobenzoic acid), NC(=N)N (guanidine), Cl (hydrogen chloride). RXN SMILES: [NH2:1][C:2]1[CH:3]=[C:4]([CH:8]=[CH:9][CH:10]=1)[C:5]([OH:7])=[O:6].[NH2:11][C:12]([NH2:14])=[NH:13].[ClH:15]>>[NH:1]([C:2]1[CH:3]=[C:4]([CH:8]=[CH:9][CH:10]=1)[C:5]([OH:7])=[O:6])[C:12]([NH2:13])=[NH:11].[ClH:15].[NH:13]([C:2]1[CH:3]=[C:4]([CH:8]=[CH:9][CH:10]=1)[C:5]([OH:7])=[O:6])[C:12]([NH2:14])=[NH:11] |f:4.5|. Procedure details: 3-guanidinobenzoic acid was prepared from 3-aminobenzoic acid by the method of Miller, et al., cited in Example 1C. The guanidine was treated with ethereal hydrogen chloride to give 3-guanidino-benzoic acid hydrochloride. The reactants are O=C(O)CN1CC(=O)Nc2ncc(Br)cc2C1, ClCCCl, CN1CCNCC1, ClCCl, Cl, On1nnc2ccccc21. The product is CN1CCN(C(=O)CN2CC(=O)Nc3ncc(Br)cc3C2)CC1. As a reaction SMILES: [Br:2][c:3]1[cH:4][c:5]2[c:6]([n:17][cH:18]1)[NH:7][C:8](=[O:16])[CH2:9][N:10]([CH2:12][C:13](=[O:14])[OH:15])[CH2:11]2.[CH2:36]([Cl:37])[CH2:38][Cl:39].[CH3:19][N:20]1[CH2:21][CH2:22][NH:23][CH2:24][CH2:25]1.[Cl:40][CH2:41][Cl:42].[ClH:1].[OH:26][n:27]1[c:28]2[c:29]([cH:30][cH:31][cH:32][cH:33]2)[n:34][n:35]1>>[Br:2][c:3]1[cH:4][c:5]2[c:6]([n:17][cH:18]1)[NH:7][C:8](=[O:16])[CH2:9][N:10]([CH2:12][C:13](=[O:15])[N:23]1[CH2:22][CH2:21][N:20]([CH3:19])[CH2:25][CH2:24]1)[CH2:11]2. Reactants: FC1=NC=CC=C1\C=C/[Sn](CCCC)(CCCC)CCCC (Z-2-fluoro-3-(2-tributylstannylethenyl)pyridine), FC1=NC=CC=C1I (2-fluoro-3-iodopyridine). Reagents/catalysts: Cl[Pd]([P](C1=CC=CC=C1)(C2=CC=CC=C2)C3=CC=CC=C3)([P](C4=CC=CC=C4)(C5=CC=CC=C5)C6=CC=CC=C6)Cl (bis(triphenylphosphine)palladium dichloride). Solvent: C1(=CC=CC=C1)C (toluene). Yields the product FC1=NC=CC=C1\C=C/C=1C(=NC=CC1)F (Z-1,2-di-(2-fluoropyridinyl)ethylene). As a reaction SMILES: [F:1][C:2]1[C:7](/[CH:8]=[CH:9]\[Sn](CCCC)(CCCC)CCCC)=[CH:6][CH:5]=[CH:4][N:3]=1.[F:23][C:24]1[C:29](I)=[CH:28][CH:27]=[CH:26][N:25]=1>C1(C)C=CC=CC=1.Cl[Pd](Cl)([P](C1C=CC=CC=1)(C1C=CC=CC=1)C1C=CC=CC=1)[P](C1C=CC=CC=1)(C1C=CC=CC=1)C1C=CC=CC=1>[F:23][C:24]1[C:29](/[CH:9]=[CH:8]\[C:7]2[C:2]([F:1])=[N:3][CH:4]=[CH:5][CH:6]=2)=[CH:28][CH:27]=[CH:26][N:25]=1 |^1:40,59|. Reported procedure: A mixture of Z-2-fluoro-3-(2-tributylstannylethenyl)pyridine (1.39 g), 2-fluoro-3-iodopyridine (0.75 g) and bis(triphenylphosphine)palladium dichloride (0.010 g) in toluene (20 mL) was refluxed under argon for 4 hours. Most of the solvent was evaporated and the residue was treated overnight with aqueous potassium fluoride. The organic phase was dried and evaporated to give Z-1,2-di-(2-fluoropyridinyl)ethylene as a solid which was recrystallized from hexane/ethyl acetate (0.47 g) mp 93°-95° C. Reactants: CN(C)C=O, CN(C)CCCl, Cl, [H-], [Na+], Cc1cc(O)c(C(=O)C=Cc2cccc(O)c2)c(=O)n1C. Product: Cc1cc(O)c(C(=O)C=Cc2cccc(OCCN(C)C)c2)c(=O)n1C. RXN SMILES: [CH3:31][N:32]([CH3:33])[CH:34]=[O:35].[Cl:25][CH2:26][CH2:27][N:28]([CH3:29])[CH3:30].[ClH:24].[H-:22].[Na+:23].[OH:1][c:2]1[c:3]([C:11]([CH:12]=[CH:13][c:14]2[cH:15][c:16]([OH:20])[cH:17][cH:18][cH:19]2)=[O:21])[c:4](=[O:10])[n:5]([CH3:9])[c:6]([CH3:8])[cH:7]1>>[OH:1][c:2]1[c:3]([C:11]([CH:12]=[CH:13][c:14]2[cH:15][c:16]([O:20][CH2:26][CH2:27][N:28]([CH3:29])[CH3:30])[cH:17][cH:18][cH:19]2)=[O:21])[c:4](=[O:10])[n:5]([CH3:9])[c:6]([CH3:8])[cH:7]1.